This data is from the Open Reaction Database (ORD), a public repository of structured organic reaction records. The task is: describe an organic reaction: reactants, conditions, products, and yield The reactants are [N+](=O)([O-])C=1C=CC(=NC1)N1CCCC1 (5-nitro-2-pyrrolidin-1-yl-pyridine), C(=O)[O-].[NH4+] (ammonium formate), Cl.CCOCC (HCl Et2O). The reagents and catalysts are [OH-].[Pd+2].[OH-] (palladium hydroxide). The solvent is CO (methanol). Yields the product N1(CCCC1)C1=CC=C(C=N1)N (6-pyrrolidin-1-yl-pyridin-3-ylamine). RXN SMILES: [N+:1]([C:4]1[CH:5]=[CH:6][C:7]([N:10]2[CH2:14][CH2:13][CH2:12][CH2:11]2)=[N:8][CH:9]=1)([O-])=O.C([O-])=O.[NH4+].Cl.CCOCC>CO.[OH-].[Pd+2].[OH-]>[N:10]1([C:7]2[N:8]=[CH:9][C:4]([NH2:1])=[CH:5][CH:6]=2)[CH2:14][CH2:13][CH2:12][CH2:11]1 |f:1.2,3.4,6.7.8|. Procedure: Combine 5-nitro-2-pyrrolidin-1-yl-pyridine (5.6 g, 29 mmol), palladium hydroxide (1.96 g, 35 wt. %), ammonium formate (9.1 g, 145 mmol), 1N HCl/Et2O (41 ml), in methanol (289 ml) and stir. Heat reaction mixture to reflux for 1 hour. Cool reaction mixture and add carbon to decolorize. Filter the solution through celite, add 50 ml of saturated NaHCO3, and evaporate in vacuo to remove the methanol and ether. Extract the residue 3 times into CH2Cl2 from saturated NaHCO3, dry over Na2SO4, and evapora...